This data is from the Open Reaction Database (ORD), a public repository of structured organic reaction records. The task is: describe an organic reaction: reactants, conditions, products, and yield The reactants are [NH4+].[Cl-] (NH4Cl), CCOC(=O)C (EtOAc), [H-].[Na+] (sodium hydride), IC (iodomethane), IC (iodomethane), C([O-])([O-])=O.[Cs+].[Cs+] (cesium carbonate), BrC=1C=CC(=C(C(=O)O)C1)S (5-bromo-2-mercaptobenzoic acid). Run in CN(C)C=O (DMF). Run at time 1 hour. The product is BrC=1C=CC(=C(C(=O)OC)C1)SC (Methyl 5-bromo-2-(methylthio)benzoate). As a reaction SMILES: C(=O)([O-])[O-].[Cs+].[Cs+].[Br:7][C:8]1[CH:9]=[CH:10][C:11]([SH:17])=C([CH:16]=1)C(O)=O.I[CH3:19].[H-].[Na+].[NH4+].[Cl-].C[CH2:25][O:26][C:27]([CH3:29])=[O:28]>CN(C=O)C>[Br:7][C:8]1[CH:9]=[CH:10][C:11]([S:17][CH3:19])=[C:29]([CH:16]=1)[C:27]([O:26][CH3:25])=[O:28] |f:0.1.2,5.6,7.8|. Procedure: To a DMF (0.2 M) suspension of cesium carbonate (3 eq.) and 5-bromo-2-mercaptobenzoic acid (1 eq.) was added iodomethane (5 eq.). The resulting suspension was then stirred at RT for 1 h. The volatiles were removed before EtOAc and sat. aq. NH4Cl were added. The organic phase was separated, dried over Na2SO4, filtered and the filtrate concentrated in vacuo to a pale yellow oil. This was taken up again in DMF (0.2 M) and added sequentially sodium hydride (3 eq.) and iodomethane (5 eq.). The reacti... The reactants are O (H2O), C(CCC)N1CCNCC1 (1-butyl-piperazine), BrCCCC#N (4-bromobutyronitrile), C([O-])([O-])=O.[K+].[K+] (potassium carbonate). Solvent: C(C)(=O)OCC (ethyl acetate), C(C)#N (acetonitrile). Run at time 12 hour. The product is C(CCC)N1CCN(CC1)CCCC#N (4-(4-Butyl-piperazin-1-yl)-butyronitrile). As a reaction SMILES: [CH2:1]([N:5]1[CH2:10][CH2:9][NH:8][CH2:7][CH2:6]1)[CH2:2][CH2:3][CH3:4].Br[CH2:12][CH2:13][CH2:14][C:15]#[N:16].C(=O)([O-])[O-].[K+].[K+].O>C(#N)C.C(OCC)(=O)C>[CH2:1]([N:5]1[CH2:10][CH2:9][N:8]([CH2:12][CH2:13][CH2:14][C:15]#[N:16])[CH2:7][CH2:6]1)[CH2:2][CH2:3][CH3:4] |f:2.3.4|. Procedure details: In a 25 mL flask was placed 1-butyl-piperazine (712 mg, 5.0 mmol), 4-bromobutyronitrile (779 mg, 5.3 mmol) and potassium carbonate (687 mg, 5.0 mmol) suspended in acetonitrile (5 mL). The reaction mixture was stirred at rt for 12 h., followed by addition of H2O (20 mL) and extraction with ethyl acetate (3×25 mL). The combined organic phases were washed with brine (25 mL), dried (MgSO4) and evaporated to dryness to produce 0.89 g of crude 16 which was used without further purification in the synt... The reactants are OCCBr, [H-], Nc1ncnc2[nH]nc(I)c12, [Na+], CN(C)C=O, O. The product is Nc1ncnc2c1c(I)nn2CCO. As a reaction SMILES: [Br:14][CH2:15][CH2:16][OH:17].[H-:12].[I:1][c:2]1[n:3][nH:4][c:5]2[n:6][cH:7][n:8][c:9]([NH2:11])[c:10]12.[Na+:13].[O:19]=[CH:20][N:21]([CH3:22])[CH3:23].[OH2:18]>>[I:1][c:2]1[n:3][n:4]([CH2:15][CH2:16][OH:17])[c:5]2[n:6][cH:7][n:8][c:9]([NH2:11])[c:10]12. Starting materials: C1(CCCC1)CC(=O)C1=CC=CC=C1 (2-cyclopentyl-1-phenyl-ethanone), C(CCC)[Li] (n-butyl lithium), [Al+3].[Cl-].[Cl-].[Cl-] (AlCl3), C(CC(=O)C)(=O)OC (methyl acetoacetate), [H-].[Na+] (NaH), acid chloride. The solvent is O1CCCC1 (tetrahydrofuran), CCCCCC (hexane), C1=CC=CC=C1 (benzene). Product: C1(CCCC1)CC1(CC(=CC(O1)=O)O)C1=CC=CC=C1 (6-(Cyclopentylmethyl)-5,6-dihydro-4-hydroxy-6-phenyl-2H-pyran-2-one), C1(CCCC1)CC(=O)C1=CC=CC=C1 (2-Cyclopentyl-1-phenyl-ethanone). Reaction SMILES: [C:1](OC)(=[O:6])[CH2:2][C:3]([CH3:5])=[O:4].[H-].[Na+].C([Li])CCC.[CH:16]1([CH2:21][C:22]([C:24]2[CH:29]=[CH:28][CH:27]=[CH:26][CH:25]=2)=[O:23])[CH2:20][CH2:19][CH2:18][CH2:17]1.[Al+3].[Cl-].[Cl-].[Cl-]>CCCCCC.C1C=CC=CC=1.O1CCCC1>[CH:16]1([CH2:21][C:22]2([C:24]3[CH:25]=[CH:26][CH:27]=[CH:28][CH:29]=3)[O:23][C:1](=[O:6])[CH:2]=[C:3]([OH:4])[CH2:5]2)[CH2:20][CH2:19][CH2:18][CH2:17]1.[CH:16]1([CH2:21][C:22]([C:24]2[CH:25]=[CH:26][CH:27]=[CH:28][CH:29]=2)=[O:23])[CH2:20][CH2:19][CH2:18][CH2:17]1 |f:1.2,5.6.7.8|. Procedure: The title compound was prepared as described in General Method 1 using 25 mmol of methyl acetoacetate, 27.5 mmol of NaH 60% dispersion in oil, 26.25 mmol of 1.6M n-butyl lithium in hexane, 25 mmol of 2-cyclopentyl-1-phenyl-ethanone and 70 mL of tetrahydrofuran. 2-Cyclopentyl-1-phenyl-ethanone was prepared by reacting the appropriate acid chloride with AlCl3 in benzene as described by Vogel in Practical Organic Chemistry 1978, 770-775. Upon concentrating the reaction, a solid precipitated out whi... Starting materials: BrC=1C=CC=C2C=C(C=NC12)C(=O)OCC (ethyl 8-bromoquinoline-3-carboxylate), COC1=C(C=CC=C1)B(O)O (2-methoxyphenylboronic acid), C(=O)([O-])[O-].[K+].[K+] (K2CO3). The reagents and catalysts are C=1C=CC(=CC1)[P](C=2C=CC=CC2)(C=3C=CC=CC3)[Pd]([P](C=4C=CC=CC4)(C=5C=CC=CC5)C=6C=CC=CC6)([P](C=7C=CC=CC7)(C=8C=CC=CC8)C=9C=CC=CC9)[P](C=1C=CC=CC1)(C=1C=CC=CC1)C=1C=CC=CC1 (Pd(PPh3)4). Run in CN(C)C=O.O (DMF water). Conditions: temperature 50 celsius, time 12 hour. The product is COC1=C(C=CC=C1)C=1C=CC=C2C=C(C=NC12)C(=O)OCC (ethyl 8-(2-methoxyphenyl)quinoline-3-carboxylate). RXN SMILES: Br[C:2]1[CH:3]=[CH:4][CH:5]=[C:6]2[C:11]=1[N:10]=[CH:9][C:8]([C:12]([O:14][CH2:15][CH3:16])=[O:13])=[CH:7]2.[CH3:17][O:18][C:19]1[CH:24]=[CH:23][CH:22]=[CH:21][C:20]=1B(O)O.C([O-])([O-])=O.[K+].[K+]>CN(C=O)C.O.C1C=CC([P]([Pd]([P](C2C=CC=CC=2)(C2C=CC=CC=2)C2C=CC=CC=2)([P](C2C=CC=CC=2)(C2C=CC=CC=2)C2C=CC=CC=2)[P](C2C=CC=CC=2)(C2C=CC=CC=2)C2C=CC=CC=2)(C2C=CC=CC=2)C2C=CC=CC=2)=CC=1>[CH3:17][O:18][C:19]1[CH:24]=[CH:23][CH:22]=[CH:21][C:20]=1[C:2]1[CH:3]=[CH:4][CH:5]=[C:6]2[C:11]=1[N:10]=[CH:9][C:8]([C:12]([O:14][CH2:15][CH3:16])=[O:13])=[CH:7]2 |f:2.3.4,5.6,^1:43,45,64,83|. Reported procedure: A solution of ethyl 8-bromoquinoline-3-carboxylate (2.01 g, 10 mmol), prepared as described in Patent WO 2001047891, 2-methoxyphenylboronic acid (2.79 g, 10 mmol), Pd(PPh3)4 (5% mol), K2CO3 (5 g) in DMF/water (3/1) is stirred at 50° C. for 12 hours. The reaction mixture is then pored on water (150 mL). The aqueous phase is extracted with ethyl acetate (3×100 mL). The combined organic layers are washed with water (3×200 mL). The organic phase is dried over magnesium sulfate and evaporated under v... Starting materials: [Br-].[Br-].[Br-].C[N+](C1=CC=CC=C1)(C)C.C[N+](C)(C)C1=CC=CC=C1.C[N+](C)(C)C1=CC=CC=C1 (trimethylphenylammonium tribromide), C(C)(=O)C=1C=CC(=C(C1)CC#N)O (5-acetyl-2-hydroxyphenylacetonitrile). Run in O1CCCC1 (tetrahydrofuran). The product is BrCC(=O)C=1C=CC(=C(C1)CC#N)O (5-bromoacetyl-2-hydroxyphenylacetonitrile). Reaction SMILES: [C:1]([C:4]1[CH:5]=[CH:6][C:7]([OH:13])=[C:8]([CH2:10][C:11]#[N:12])[CH:9]=1)(=[O:3])[CH3:2].[Br-:14].[Br-].[Br-].C[N+](C)(C)C1C=CC=CC=1.C[N+](C1C=CC=CC=1)(C)C.C[N+](C1C=CC=CC=1)(C)C>O1CCCC1>[Br:14][CH2:2][C:1]([C:4]1[CH:5]=[CH:6][C:7]([OH:13])=[C:8]([CH2:10][C:11]#[N:12])[CH:9]=1)=[O:3] |f:1.2.3.4.5.6|. Procedure details: To 5-acetyl-2-hydroxyphenylacetonitrile (3.5 g., 0.02 mole) in 100 ml. of tetrahydrofuran is added trimethylphenylammonium tribromide (7.6 g., 0.02 mole) portionwise over a 15 min. period with stirring. After stirring for an additional 18 hrs. at 25° C., the reaction mixture is concentrated to dryness under reduced pressure. Trituration of residual material with water affords 5.0 g. of brominated product, m.p. 187°-191° C. (dec.). Crystallization of this material from isopropanol affords 5-bromo...